Dataset: the Open Reaction Database (ORD), a public repository of structured organic reaction records. Task: describe an organic reaction: reactants, conditions, products, and yield Reactants: NC1=C2C(=NC=N1)N(N=C2C=2C=C1CCN(C1=CC2)C(=O)OC(C)(C)C)C (1,1-dimethylethyl 5-(4-amino-1-methyl-1H-pyrazolo[3,4-d]pyrimidin-3-yl)-2,3-dihydro-1H-indole-1-carboxylate), Cl (HCl). Run in O1CCOCC1 (dioxane). Conditions: time 8 hour. Yields the product N1CCC2=CC(=CC=C12)C1=NN(C2=NC=NC(=C21)N)C (3-(2,3-dihydro-1H-indol-5-yl)-1-methyl-1H-pyrazolo[3,4-d]pyrimidin-4-amine). Reaction SMILES: [NH2:1][C:2]1[N:7]=[CH:6][N:5]=[C:4]2[N:8]([CH3:27])[N:9]=[C:10]([C:11]3[CH:12]=[C:13]4[C:17](=[CH:18][CH:19]=3)[N:16](C(OC(C)(C)C)=O)[CH2:15][CH2:14]4)[C:3]=12.Cl>O1CCOCC1>[NH:16]1[C:17]2[C:13](=[CH:12][C:11]([C:10]3[C:3]4[C:4](=[N:5][CH:6]=[N:7][C:2]=4[NH2:1])[N:8]([CH3:27])[N:9]=3)=[CH:19][CH:18]=2)[CH2:14][CH2:15]1. Reported procedure: In a 250 mL round bottom flask, 1,1-dimethylethyl 5-(4-amino-1-methyl-1H-pyrazolo[3,4-d]pyrimidin-3-yl)-2,3-dihydro-1H-indole-1-carboxylate (745 mg, 2.033 mmol) was added followed by 4 M HCl in dioxane (12.2 mL). The mixture was stirred overnight at room temperature. LCMS showed no more SM. The light brown colored solid in the reaction mixture was filtered, washed by 20 mL of EtOAc, dried to give the desired product as a off-white solid. LC/MS (ES) m/z=267.1 [M+H]+ Reactants: O (water), O=P(Cl)(Cl)Cl (POCl3), CN(C)C=O (DMF), BrC1=CC(=CN1)C(=O)OC (methyl 5-bromo-1H-pyrrole-3-carboxylate). The solvent is C(C)#N (ACN). Conditions: temperature 0 celsius, time 15 minute. Product: BrC1=CC(=C(N1)C=O)C(=O)OC (methyl 5-bromo-2-formyl-1H-pyrrole-3-carboxylate). The yield is 36.8%. RXN SMILES: O=P(Cl)(Cl)Cl.CN([CH:9]=[O:10])C.[Br:11][C:12]1[NH:16][CH:15]=[C:14]([C:17]([O:19][CH3:20])=[O:18])[CH:13]=1.O>C(#N)C>[Br:11][C:12]1[NH:16][C:15]([CH:9]=[O:10])=[C:14]([C:17]([O:19][CH3:20])=[O:18])[CH:13]=1. Procedure: POCl3 (Aldrich; 0.531 mL, 5.70 mmol) was added (dropwise, over 1 min) to DMF (1.32 mL, 17.10 mmol) under argon at 0° C., and the resulting solution was stirred at 0° C. for 15 min. This solution was then added (dropwise, over 1 min) to a dark-brown solution of methyl 5-bromo-1H-pyrrole-3-carboxylate (581 mg, 2.85 mmol) in ACN (6.0 mL) at 23° C., and the resulting solution was stirred under argon at 50° C. for 3 h. The reaction mixture was then poured into 10:1 water/sat. aq. NaHCO3 (50 mL) and e...